Dataset: the Open Reaction Database (ORD), a public repository of structured organic reaction records. Task: describe an organic reaction: reactants, conditions, products, and yield Reactants: C(C)(=O)Cl (acetyl chloride), N1=CC=CC=C1 (pyridine), O[C@H]1C[C@@H]2[C@]3(C=CC(C=C3CC[C@H]2[C@@H]2CC[C@H](C(C)C=O)[C@@]12C)=O)C (12α-Hydroxypregna-1,4-dien-3-one-20-carbaldehyde). Run in C(Cl)Cl (methylene chloride), C(Cl)Cl (methylene chloride). Conditions: time 5 hour. Yields the product C(C)(=O)O[C@H]1C[C@@H]2[C@]3(C=CC(C=C3CC[C@H]2[C@@H]2CC[C@H](C(C)C=O)[C@@]12C)=O)C (12α-acetoxypregna-1,4-dien-3-one-20-carbaldehyde). RXN SMILES: [OH:1][C@@H:2]1[C@@:22]2([CH3:23])[C@@H:14]([CH2:15][CH2:16][C@@H:17]2[CH:18]([CH:20]=[O:21])[CH3:19])[C@H:13]2[C@@H:4]([C@:5]3([CH3:25])[C:10]([CH2:11][CH2:12]2)=[CH:9][C:8](=[O:24])[CH:7]=[CH:6]3)[CH2:3]1.[C:26](Cl)(=[O:28])[CH3:27].N1C=CC=CC=1>C(Cl)Cl>[C:26]([O:1][C@@H:2]1[C@@:22]2([CH3:23])[C@@H:14]([CH2:15][CH2:16][C@@H:17]2[CH:18]([CH:20]=[O:21])[CH3:19])[C@H:13]2[C@@H:4]([C@:5]3([CH3:25])[C:10]([CH2:11][CH2:12]2)=[CH:9][C:8](=[O:24])[CH:7]=[CH:6]3)[CH2:3]1)(=[O:28])[CH3:27]. Procedure details: 12α-Hydroxypregna-1,4-dien-3-one-20-carbaldehyde (34.2 g) was dissolved in 300 ml of methylene chloride. To the solution were added 23.6g of acetyl chloride and 27.7 g of pyridine, and the mixture was stirred atroom temperature for 5 hours. To the reaction mixture was added 300 ml of methylene chloride, the resulting solution was washed in sequence with diluted hydrochloric acid and water, and dried over anhydrous magnesium sulfate. Low-boiling fractions were distilled off from the solution unde... The reactants are Br, O=C([O-])[O-], CCOC(C)=O, COc1ccc(C(C)C(O)(c2cnc3ccccc3c2)C(F)(F)F)c(Cl)c1, [Na+], [Na+], O. The product is CC(c1ccc(O)cc1Cl)C(O)(c1cnc2ccccc2c1)C(F)(F)F. As a reaction SMILES: [BrH:41].[C:35](=[O:36])([O-:37])[O-:38].[CH3:29][CH2:30][O:31][C:32]([CH3:33])=[O:34].[Cl:1][c:2]1[c:3]([CH:10]([C:11]([C:12]([F:13])([F:14])[F:15])([OH:16])[c:17]2[cH:18][n:19][c:20]3[cH:21][cH:22][cH:23][cH:24][c:25]3[cH:26]2)[CH3:27])[cH:4][cH:5][c:6]([O:8][CH3:9])[cH:7]1.[Na+:39].[Na+:40].[OH2:28]>>[Cl:1][c:2]1[c:3]([CH:10]([C:11]([C:12]([F:13])([F:14])[F:15])([OH:16])[c:17]2[cH:18][n:19][c:20]3[cH:21][cH:22][cH:23][cH:24][c:25]3[cH:26]2)[CH3:27])[cH:4][cH:5][c:6]([OH:8])[cH:7]1. Reactants: C(CC)OC1=C(C(=O)Cl)C=CC=C1 (2-n-propoxy-benzoyl chloride), NC1=C(C(=NN1CCC)C)C(=O)N (5-amino-3-methyl-1-n-propylpyrazole-4-carboxamide). Run in N1=CC=CC=C1 (pyridine). Yields the product CC1=NN(C(=C1C(=O)N)NC(C1=C(C=CC=C1)OCCC)=O)CCC (3-Methyl-5-(2-n-propoxybenzamido)-1-n-propylpyrazole-4-carboxamide), solid. The yield is 76.0%. Reaction SMILES: [CH2:1]([O:4][C:5]1[CH:13]=[CH:12][CH:11]=[CH:10][C:6]=1[C:7](Cl)=[O:8])[CH2:2][CH3:3].[NH2:14][C:15]1[N:19]([CH2:20][CH2:21][CH3:22])[N:18]=[C:17]([CH3:23])[C:16]=1[C:24]([NH2:26])=[O:25]>N1C=CC=CC=1>[CH3:23][C:17]1[C:16]([C:24]([NH2:26])=[O:25])=[C:15]([NH:14][C:7](=[O:8])[C:6]2[CH:10]=[CH:11][CH:12]=[CH:13][C:5]=2[O:4][CH2:1][CH2:2][CH3:3])[N:19]([CH2:20][CH2:21][CH3:22])[N:18]=1. Reported procedure: The title compound was prepared from 2-n-propoxy-benzoyl chloride (5.33 g, 0.027 mol) and 5-amino-3-methyl-1-n-propylpyrazole-4-carboxamide (Preparation 6; 4.07 g, 0.022 mol) in pyridine (100 ml), following the procedure of Preparation 2, and was obtained as a white solid (5.84 g, 76%). A sample was crystallised from ethyl acetate-hexane, m.p. 111-113° C. Found: C, 62.83; H, 7.09; N, 16.26. C18H24N4O3 requires C, 62.77; H, 7.02; N, 16.27%. The reactants are C12C(CC(C(C=C1)CC2)=O)=O (bicyclo[3.2.2]non-6-ene-2,4-dione), Cl (hydrochloric acid), C(C)(=O)[O-].C(C)(=O)[O-].C(C)(=O)[O-].BrC=1C=CC(=C(C1)[Pb+3])CC (5-Bromo-2-ethylphenyllead triacetate), C1(=CC=CC=C1)C (toluene). Reagents/catalysts: CN(C1=CC=NC=C1)C (4-dimethylaminopyridine). Solvent: C(Cl)(Cl)Cl (chloroform). Run at temperature 80 celsius, time 8 hour. Product: BrC=1C=CC(=C(C1)C1C(C2C=CC(C1=O)CC2)=O)CC (3-(5-bromo-2-ethylphenyl)bicyclo[3.2.2]non-6-ene-2,4-dione). The yield is 21.5%. Reaction SMILES: [CH:1]12[CH2:9][CH2:8][CH:5]([CH:6]=[CH:7]1)[C:4](=[O:10])[CH2:3][C:2]2=[O:11].C1(C)C=CC=CC=1.C([O-])(=O)C.C([O-])(=O)C.C([O-])(=O)C.[Br:31][C:32]1[CH:33]=[CH:34][C:35]([CH2:39][CH3:40])=[C:36]([Pb+3])[CH:37]=1.Cl>C(Cl)(Cl)Cl.CN(C)C1C=CN=CC=1>[Br:31][C:32]1[CH:37]=[CH:36][C:35]([CH2:39][CH3:40])=[C:34]([CH:3]2[C:2](=[O:11])[CH:1]3[CH2:9][CH2:8][CH:5]([CH:6]=[CH:7]3)[C:4]2=[O:10])[CH:33]=1 |f:2.3.4.5|. Procedure details: A solution of bicyclo[3.2.2]non-6-ene-2,4-dione (0.835 g, 5.58 mmol), prepared by the method of R. Beaudegnies et al., WO2005/123667, in dry chloroform (30 ml) is stirred at room temperature then thoroughly flushed with nitrogen. To this mixture is added 4-dimethylaminopyridine (3.41 g, 28 mmol) and anhydrous toluene (5 ml), followed by heating to 80° C. 5-Bromo-2-ethylphenyllead triacetate (4.75 g, 8.36 mmol) is added portionwise over 20 minutes, and the mixture is further heated at this temper... Reported procedure: The title compound is prepared from 5-chloro-1″-tert-butoxycarbonyl-dispiro[2,3-dihydrofuro[2,3-c]pyridine-2,1′-cyclobutane-3′,4″-piperidine] and 4-methylsulfonylmethyl-phenylboronic acid following a procedure analogous to that described for Example 1; the reaction is conducted in a microwave oven at 140° C. LC (method 3): tR=0.95 min; Mass spectrum (ESI+): m/z=499 [M+H]+. Starting materials: ClC=1C=C2C(=CN1)OC1(CC3(CCN(CC3)C(=O)OC(C)(C)C)C1)C2 (5-chloro-1″-tert-butoxycarbonyl-dispiro[2,3-dihydrofuro[2,3-c]pyridine-2,1′-cyclobutane-3′,4″-piperidine]), CS(=O)(=O)CC1=CC=C(C=C1)B(O)O (4-methylsulfonylmethyl-phenylboronic acid). Reaction SMILES: Cl[C:2]1[CH:3]=[C:4]2[CH2:25][C:9]3([CH2:24][C:11]4([CH2:16][CH2:15][N:14]([C:17]([O:19][C:20]([CH3:23])([CH3:22])[CH3:21])=[O:18])[CH2:13][CH2:12]4)[CH2:10]3)[O:8][C:5]2=[CH:6][N:7]=1.[CH3:26][S:27]([CH2:30][C:31]1[CH:36]=[CH:35][C:34](B(O)O)=[CH:33][CH:32]=1)(=[O:29])=[O:28]>>[CH3:26][S:27]([CH2:30][C:31]1[CH:36]=[CH:35][C:34]([C:2]2[CH:3]=[C:4]3[CH2:25][C:9]4([CH2:24][C:11]5([CH2:12][CH2:13][N:14]([C:17]([O:19][C:20]([CH3:23])([CH3:22])[CH3:21])=[O:18])[CH2:15][CH2:16]5)[CH2:10]4)[O:8][C:5]3=[CH:6][N:7]=2)=[CH:33][CH:32]=1)(=[O:28])=[O:29]. Yields the product CS(=O)(=O)CC1=CC=C(C=C1)C=1C=C2C(=CN1)OC1(CC3(CCN(CC3)C(=O)OC(C)(C)C)C1)C2 (5-(4-Methylsulfonylmethyl-phenyl)-1″-tert-butoxycarbonyl-dispiro[2,3-dihydrofuro[2,3-c]pyridine-2,1′-cyclobutane-3′,4″-piperidine]). The product is CC(C)(C)[Si](C)(C)OC1CCC(C(=O)OCc2ccccc2)C1. Reactants: CC(C)(C)[Si](C)(C)Cl, CN(C)C=O, O, O=C(OCc1ccccc1)C1CCC(O)C1, c1c[nH]cn1. As a reaction SMILES: [C:22]([CH3:23])([CH3:24])([CH3:25])[Si:26]([CH3:27])([CH3:28])[Cl:29].[O:31]=[CH:32][N:33]([CH3:34])[CH3:35].[OH2:30].[OH:1][CH:2]1[CH2:3][CH:4]([C:7](=[O:8])[O:9][CH2:10][c:11]2[cH:12][cH:13][cH:14][cH:15][cH:16]2)[CH2:5][CH2:6]1.[nH:17]1[cH:18][cH:19][n:20][cH:21]1>>[O:1]([CH:2]1[CH2:3][CH:4]([C:7](=[O:8])[O:9][CH2:10][c:11]2[cH:12][cH:13][cH:14][cH:15][cH:16]2)[CH2:5][CH2:6]1)[Si:26]([C:22]([CH3:23])([CH3:24])[CH3:25])([CH3:27])[CH3:28]. Starting materials: COC(CNCCCC1=CC=C(C=C1)OC)OC (N-[3-(4-methoxyphenyl)propyl]aminoacetaldehyde dimethyl acetal), C(#N)[S-].[K+] (KSCN). Solvent: C(C)O (ethanol), O (H2O), Cl (HCl), O (H2O). Product: COC1=CC=C(C=C1)CCCN1C(=NC=C1)S (1-[3-(4-methoxyphenyl)propyl]-2-mercaptoimidazole). As a reaction SMILES: CO[CH:3](OC)[CH2:4][NH:5][CH2:6][CH2:7][CH2:8][C:9]1[CH:14]=[CH:13][C:12]([O:15][CH3:16])=[CH:11][CH:10]=1.[C:19]([S-:21])#[N:20].[K+]>C(O)C.O.Cl>[CH3:16][O:15][C:12]1[CH:13]=[CH:14][C:9]([CH2:8][CH2:7][CH2:6][N:5]2[CH:4]=[CH:3][N:20]=[C:19]2[SH:21])=[CH:10][CH:11]=1 |f:1.2|. Reported procedure: A solution of 3.62 g (.014 mole) of N-[3-(4-methoxyphenyl)propyl]aminoacetaldehyde dimethyl acetal and 1.4 g (.0144 mole) of KSCN in 20 ml of ethanol, 5 ml of H2O and 2 ml of concentrated HCl was refluxed for five hours. Fifty ml of H2O was added, the mixture was cooled and a solid was filtered, washed with H2O and dried. Recrystallization from ethanol gave 1-[3-(4-methoxyphenyl)propyl]-2-mercaptoimidazole, 2.4 g (69%), mp 108-109°. Starting materials: ClC=1C(=NC=C(C1)C(F)(F)F)NC1=C(C(=C(C=C1[N+](=O)[O-])C(F)(F)F)Cl)[N+](=O)[O-] (N-(3-chloro-5-trifluoromethyl-2-pyridyl)-2,6-dinitro-3-chloro-4-trifluoromethylaniline), C(C)(=O)Cl (acetylchloride). Run in N1=CC=CC=C1 (pyridine), N1=CC=CC=C1 (pyridine). Product: C(C)(=O)N(C1=C(C(=C(C=C1[N+](=O)[O-])C(F)(F)F)Cl)[N+](=O)[O-])C1=NC=C(C=C1Cl)C(F)(F)F (N-acetyl-N-(3-chloro-5-trifluoromethyl-2-pyridyl)-2,6-dinitro-3-chloro-4-trifluoromethylaniline). RXN SMILES: [Cl:1][C:2]1[C:3]([NH:12][C:13]2[C:18]([N+:19]([O-:21])=[O:20])=[CH:17][C:16]([C:22]([F:25])([F:24])[F:23])=[C:15]([Cl:26])[C:14]=2[N+:27]([O-:29])=[O:28])=[N:4][CH:5]=[C:6]([C:8]([F:11])([F:10])[F:9])[CH:7]=1.[C:30](Cl)(=[O:32])[CH3:31]>N1C=CC=CC=1>[C:30]([N:12]([C:3]1[C:2]([Cl:1])=[CH:7][C:6]([C:8]([F:9])([F:10])[F:11])=[CH:5][N:4]=1)[C:13]1[C:18]([N+:19]([O-:21])=[O:20])=[CH:17][C:16]([C:22]([F:25])([F:24])[F:23])=[C:15]([Cl:26])[C:14]=1[N+:27]([O-:29])=[O:28])(=[O:32])[CH3:31]. Procedure: In 20 ml. of pyridine, 2.3 g. of N-(3-chloro-5-trifluoromethyl-2-pyridyl)-2,6-dinitro-3-chloro-4-trifluoromethylaniline (obtained in Preparation 4) was dissolved and a solution of 0.34 g. of acetylchloride in 10 ml. of pyridine was added dropwise to react them at 60° to 70° C. for 2 hours. Pyridine was distilled off from the reaction mixture and the product was separated by a silica gel column with an eluent of n-hexane and ethyl acetate (4:1) and the solvent was distilled off to obtain 0.8 g. o... Reactants: O.[OH-].[Li+] (Lithium hydroxide monohydrate), FC1=C(C=CC=C1)[C@H]1N2C(C(CC[C@H]2CCC1)P(OCC)(OCC)=O)=O (diethyl [(6S*,9aR*)-6-(2-fluorophenyl)-4-oxooctahydroquinolizin-3-yl]phosphonate), COC=1C=C(C=O)C=CC1N1C=NC(=C1)C (3-methoxy-4-(4-methyl-1H-imidazol-1-yl)benzaldehyde), C(C)(=O)OCC (Ethyl acetate). The solvent is O1CCCC1 (tetrahydrofuran), C(C)O (ethanol). Conditions: time 2 hour. The product is FC1=C(C=CC=C1)C1N2C(C(CCC2CCC1)=CC1=CC(=C(C=C1)N1C=NC(=C1)C)OC)=O (6-(2-fluorophenyl)-3-[3-methoxy-4-(4-methyl-1H-imidazol-1-yl)benzylidene]octahydroquinolizin-4-one). Yield: 83.0%. As a reaction SMILES: O.[OH-].[Li+].[F:4][C:5]1[CH:10]=[CH:9][CH:8]=[CH:7][C:6]=1[C@@H:11]1[CH2:20][CH2:19][CH2:18][C@H:17]2[N:12]1[C:13](=[O:29])[CH:14](P(=O)(OCC)OCC)[CH2:15][CH2:16]2.[CH3:30][O:31][C:32]1[CH:33]=[C:34]([CH:37]=[CH:38][C:39]=1[N:40]1[CH:44]=[C:43]([CH3:45])[N:42]=[CH:41]1)[CH:35]=O.C(OCC)(=O)C>O1CCCC1.C(O)C>[F:4][C:5]1[CH:10]=[CH:9][CH:8]=[CH:7][C:6]=1[CH:11]1[CH2:20][CH2:19][CH2:18][CH:17]2[N:12]1[C:13](=[O:29])[C:14](=[CH:35][C:34]1[CH:37]=[CH:38][C:39]([N:40]3[CH:44]=[C:43]([CH3:45])[N:42]=[CH:41]3)=[C:32]([O:31][CH3:30])[CH:33]=1)[CH2:15][CH2:16]2 |f:0.1.2|. Procedure details: Lithium hydroxide monohydrate (169 mg) was added to a mixed solution of diethyl [(6S*,9aR*)-6-(2-fluorophenyl)-4-oxooctahydroquinolizin-3-yl]phosphonate (501 mg) and 3-methoxy-4-(4-methyl-1H-imidazol-1-yl)benzaldehyde (290 mg) in tetrahydrofuran (12 mL) and ethanol (4 mL) at room temperature, and the reaction solution was stirred at room temperature for two hours. Ethyl acetate was added to the reaction solution, which was then sequentially washed with saturated sodium bicarbonate water and brin... Reactants: C1(=CC=CC=C1)[Mg]Br (phenylmagnesium bromide), [Mg] (magnesium), C1(=CC=CC=C1)C1(CCC(C2CNC(C12)C(CC1=CC=CC=C1)=O)=O)C1=CC=CC=C1 ((3aRS,7aRS)-7,7-diphenyl-2-phenylacetylperhydroisoindol-4-one), saturated solution, [Cl-].[NH4+] (ammonium chloride). The solvent is O1CCCC1 (tetrahydrofuran). Reaction conditions: temperature 25 celsius, time 1 hour. Product: C1(=CC=CC=C1)CC(=O)C1NCC2C(CCC(C12)(C1=CC=CC=C1)C1=CC=CC=C1)(O)C1=CC=CC=C1 ((3aRS,4RS,7aRS)-2-phenylacetyl- 4,7,7-triphenylperhydroisoindol-4-ol). The yield is 59.5%. Reaction SMILES: [C:1]1([Mg]Br)[CH:6]=[CH:5][CH:4]=[CH:3][CH:2]=1.[Mg].[C:10]1([C:16]2([C:35]3[CH:40]=[CH:39][CH:38]=[CH:37][CH:36]=3)[CH:24]3[CH:20]([CH2:21][NH:22][CH:23]3[C:25](=[O:33])[CH2:26][C:27]3[CH:32]=[CH:31][CH:30]=[CH:29][CH:28]=3)[C:19](=[O:34])[CH2:18][CH2:17]2)[CH:15]=[CH:14][CH:13]=[CH:12][CH:11]=1.[Cl-].[NH4+]>O1CCCC1>[C:27]1([CH2:26][C:25]([CH:23]2[CH:24]3[CH:20]([C:19]([C:1]4[CH:6]=[CH:5][CH:4]=[CH:3][CH:2]=4)([OH:34])[CH2:18][CH2:17][C:16]3([C:10]3[CH:15]=[CH:14][CH:13]=[CH:12][CH:11]=3)[C:35]3[CH:40]=[CH:39][CH:38]=[CH:37][CH:36]=3)[CH2:21][NH:22]2)=[O:33])[CH:28]=[CH:29][CH:30]=[CH:31][CH:32]=1 |f:3.4|. Procedure: A solution of phenylmagnesium bromide (prepared starting from 3.14 g of bromobenzene and 0.48 [lacuna] of magnesium in 30 cm3 of ether) is added to a suspension of 4.09 g of (3aRS,7aRS)-7,7-diphenyl-2-phenylacetylperhydroisoindol-4-one in 50 cm3 of tetrahydrofuran. The reaction mixture is stirred at 25° C. for 1 hour and then heated under reflux for 2.5 hours, cooled and treated with 150 cm3 of a saturated solution of ammonium chloride. The organic phase is washed with water (2×100 cm3). The aqu...